Dataset: the Open Reaction Database (ORD), a public repository of structured organic reaction records. Task: describe an organic reaction: reactants, conditions, products, and yield Reactants: NCC1=CC=C(C=C1)N1C(C(C1C1=CC=C(C=C1)OC)CCC(O)C1=CC=C(C=C1)F)=O (1-(4-Aminomethylphenyl)-3-[3-(4-fluorophenyl)-3-hydroxypropyl]-4-(4-methoxyphenyl)-azetidin-2-one), C(CCCCCCCCCCC(=O)O)(=O)O (dodecanedioic acid), C(C)(C)N=C=NC(C)C (diisopropylcarbodiimide), OC1=CC=CC=2NN=NC21 (hydroxybenzotriazole). Solvent: CN(C=O)C (dimethylformamide), CN(C=O)C (dimethylformamide), C(C)N(CC)CC (triethylamine). Conditions: time 12 hour. Product: FC1=CC=C(C=C1)C(CCC1C(N(C1=O)C1=CC=C(CNC(=O)CCCCCCCCCCC(=O)O)C=C1)C1=CC=C(C=C1)OC)O (11-{4-[3-[3-(4-Fluorophenyl)-3-hydroxypropyl]-2-(4-methoxyphenyl)-4-oxoazetidin-1-yl]benzylcarbamoyl}undecanoic acid). RXN SMILES: [NH2:1][CH2:2][C:3]1[CH:8]=[CH:7][C:6]([N:9]2[CH:12]([C:13]3[CH:18]=[CH:17][C:16]([O:19][CH3:20])=[CH:15][CH:14]=3)[CH:11]([CH2:21][CH2:22][CH:23]([C:25]3[CH:30]=[CH:29][C:28]([F:31])=[CH:27][CH:26]=3)[OH:24])[C:10]2=[O:32])=[CH:5][CH:4]=1.[C:33](O)(=[O:47])[CH2:34][CH2:35][CH2:36][CH2:37][CH2:38][CH2:39][CH2:40][CH2:41][CH2:42][CH2:43][C:44]([OH:46])=[O:45].C(N=C=NC(C)C)(C)C.OC1C2N=NNC=2C=CC=1>CN(C)C=O.C(N(CC)CC)C>[F:31][C:28]1[CH:27]=[CH:26][C:25]([CH:23]([OH:24])[CH2:22][CH2:21][CH:11]2[C:10](=[O:32])[N:9]([C:6]3[CH:7]=[CH:8][C:3]([CH2:2][NH:1][C:33]([CH2:34][CH2:35][CH2:36][CH2:37][CH2:38][CH2:39][CH2:40][CH2:41][CH2:42][CH2:43][C:44]([OH:46])=[O:45])=[O:47])=[CH:4][CH:5]=3)[CH:12]2[C:13]2[CH:18]=[CH:17][C:16]([O:19][CH3:20])=[CH:15][CH:14]=2)=[CH:30][CH:29]=1. Reported procedure: A solution of 70 mg of 1-(4-aminomethylphenyl)-3-[3-(4-fluorophenyl)-3-hydroxypropyl]-4-(4-methoxyphenyl)azetidin-2-one (5), and 23 μl of triethylamine in 1 ml of dimethylformamide was added to a solution of 371 mg of dodecanedioic acid, 63 μl of diisopropylcarbodiimide, 55 mg of hydroxybenzotriazole in 2 ml of dimethylformamide, and the mixture was stirred at room temperature for 12 h. The reaction solution was concentrated and separated by HPLC(Knauer Eurospher-100-10-C18, water (0.1% trifluor... The reactants are [H-], [Na+], CN(C)C=O, O=C(Cc1ccc(OCc2ccc3ccccc3n2)cc1)OCC(=O)c1cccnc1. The product is O=C1OCC(c2cccnc2)=C1c1ccc(OCc2ccc3ccccc3n2)cc1. RXN SMILES: [H-:33].[Na+:32].[O:34]=[CH:35][N:36]([CH3:37])[CH3:38].[n:1]1[c:2]([CH2:11][O:12][c:13]2[cH:14][cH:15][c:16]([CH2:19][C:20](=[O:21])[O:22][CH2:23][C:24]([c:25]3[cH:26][n:27][cH:28][cH:29][cH:30]3)=[O:31])[cH:17][cH:18]2)[cH:3][cH:4][c:5]2[cH:6][cH:7][cH:8][cH:9][c:10]12>>[n:1]1[c:2]([CH2:11][O:12][c:13]2[cH:14][cH:15][c:16]([C:19]3=[C:24]([c:25]4[cH:26][n:27][cH:28][cH:29][cH:30]4)[CH2:23][O:22][C:20]3=[O:21])[cH:17][cH:18]2)[cH:3][cH:4][c:5]2[cH:6][cH:7][cH:8][cH:9][c:10]12. Starting materials: NC1=CC2=C(OC([C@H]([C@@H]2N2CCCCC2)O)(C)C)C=C1[N+](=O)[O-] (6-amino-3,4-dihydro-2,2-dimethyl-7-nitro-trans-4-piperidino-2H-benzo[b]pyran-3-ol), [H][H] (hydrogen). The reagents and catalysts are [Pd] (palladium-charcoal). Run in C(C)O (ethanol). The product is NC1=CC2=C(OC([C@H]([C@@H]2N2CCCCC2)O)(C)C)C=C1N (6,7-diamino-3,4-dihydro-2,2-dimethyl-trans-4-piperidino-2H-benzo[b]pyran-3-ol). Yield: 94.5%. As a reaction SMILES: [NH2:1][C:2]1[C:20]([N+:21]([O-])=O)=[CH:19][C:5]2[O:6][C:7]([CH3:18])([CH3:17])[C@@H:8]([OH:16])[C@H:9]([N:10]3[CH2:15][CH2:14][CH2:13][CH2:12][CH2:11]3)[C:4]=2[CH:3]=1.[H][H]>C(O)C.[Pd]>[NH2:1][C:2]1[C:20]([NH2:21])=[CH:19][C:5]2[O:6][C:7]([CH3:17])([CH3:18])[C@@H:8]([OH:16])[C@H:9]([N:10]3[CH2:15][CH2:14][CH2:13][CH2:12][CH2:11]3)[C:4]=2[CH:3]=1. Procedure details: A solution of 6-amino-3,4-dihydro-2,2-dimethyl-7-nitro-trans-4-piperidino-2H-benzo[b]pyran-3-ol (140 mg) in ethanol (30 ml) was hydrogenated over 5% palladium-charcoal (0.1 g) until uptake of hydrogen ceased. The solution was filtered (Kieselguhr) and evaporated to dryness in vacuo to give unstable 6,7-diamino-3,4-dihydro-2,2-dimethyl-trans-4-piperidino-2H-benzo[b]pyran-3-ol (0.12 g) which was used immediately in the following reactions. Rf (0.3) in ethyl acetate-hexane 1:2 (colourless spot) com... Product: CC(C)c1cc(O[Si](C(C)C)(C(C)C)C(C)C)ccc1Br. The reactants are CC(C)c1cc(O)ccc1Br, CC(C)[Si](Cl)(C(C)C)C(C)C, CN(C)C=O, O, c1c[nH]cn1. As a reaction SMILES: [Br:1][c:2]1[c:3]([CH:9]([CH3:10])[CH3:11])[cH:4][c:5]([OH:8])[cH:6][cH:7]1.[Cl:17][Si:18]([CH:19]([CH3:20])[CH3:21])([CH:22]([CH3:23])[CH3:24])[CH:25]([CH3:26])[CH3:27].[O:28]=[CH:29][N:30]([CH3:31])[CH3:32].[OH2:33].[nH:12]1[cH:13][cH:14][n:15][cH:16]1>>[Br:1][c:2]1[c:3]([CH:9]([CH3:10])[CH3:11])[cH:4][c:5]([O:8][Si:18]([CH:19]([CH3:20])[CH3:21])([CH:22]([CH3:23])[CH3:24])[CH:25]([CH3:26])[CH3:27])[cH:6][cH:7]1. The yield is 92.0%. Reported procedure: The subtitle compound was prepared from 4-cyano-3,5-difluoroanisole and cyclobutanol following the procedure described in Example 14(a). The crude product was purified on silica gel eluting with dichloromethane:hexane (60:40 v/v) to give the subtitle compound as a white solid (92%). Rf 0.26 (dichloromethane:hexane 1:2, v/v). MS m/z 239 (MNH4)+. Yields the product C(#N)C1=C(C=C(C=C1OC1CCC1)OC)F (4-Cyano-3-fluoro-5-cyclobutyloxyanisole). Starting materials: C(#N)C1=C(C=C(C=C1F)OC)F (4-cyano-3,5-difluoroanisole), C1(CCC1)O (cyclobutanol). Reaction SMILES: [C:1]([C:3]1[C:8]([F:9])=[CH:7][C:6]([O:10][CH3:11])=[CH:5][C:4]=1F)#[N:2].[CH:13]1([OH:17])[CH2:16][CH2:15][CH2:14]1>>[C:1]([C:3]1[C:4]([O:17][CH:13]2[CH2:16][CH2:15][CH2:14]2)=[CH:5][C:6]([O:10][CH3:11])=[CH:7][C:8]=1[F:9])#[N:2]. The reactants are C1(=C(C(=CC(=C1)C)C)NC(=S)NC1=CC(=C(C=C1)C)[N+](=O)[O-])C (1-mesityl-3-(4-methyl-3-nitrophenyl)thiourea), BrBr (bromine). Solvent: C(Cl)(Cl)(Cl)Cl (carbon tetrachloride), O (water), C(Cl)(Cl)(Cl)Cl (carbon tetrachloride). Product: C1(=C(C(=CC(=C1)C)C)NC=1SC2=C(N1)C=CC(=C2[N+](=O)[O-])C)C (N-Mesityl-6-methyl-7-nitro-1,3-benzothiazol-2-amine). Yield: 45.2%. Reaction SMILES: [C:1]1([CH3:23])[CH:6]=[C:5]([CH3:7])[CH:4]=[C:3]([CH3:8])[C:2]=1[NH:9][C:10]([NH:12][C:13]1[CH:18]=[CH:17][C:16]([CH3:19])=[C:15]([N+:20]([O-:22])=[O:21])[CH:14]=1)=[S:11].BrBr>C(Cl)(Cl)(Cl)Cl.O>[C:1]1([CH3:23])[CH:6]=[C:5]([CH3:7])[CH:4]=[C:3]([CH3:8])[C:2]=1[NH:9][C:10]1[S:11][C:14]2[C:15]([N+:20]([O-:22])=[O:21])=[C:16]([CH3:19])[CH:17]=[CH:18][C:13]=2[N:12]=1. Procedure: To a mixture of 1-mesityl-3-(4-methyl-3-nitrophenyl)thiourea (500 mg, 1.52 mmol) in carbon tetrachloride (25 ml) was added dropwise bromine (0.097 ml, 1.90 mmol) in carbon tetrachloride (10 ml) over 1 h. The mixture was refluxed for 18 h and diluted with water. The aqueous solution was extracted with dichloromethane. The extract was washed with water and brine and concentrated under vacuum. The residue was triturated with ether. The resulting solid was collected by filtration to afford 225 mg of... The reactants are [N+](=O)([O-])C1=CC=C(C=C1)C(C)(C)P(OCC)(OCC)=O (diethyl [2-(4-nitrophenyl)propan-2-yl]phosphonate). Reagents/catalysts: [Pd] (Pd/C). Solvent: CO (MeOH). The product is NC1=CC=C(C=C1)C(C)(C)P(OCC)(OCC)=O (diethyl [2-(4-aminophenyl)propan-2-yl]phosphonate). Yield: 99.7%. As a reaction SMILES: [N+:1]([C:4]1[CH:9]=[CH:8][C:7]([C:10]([P:13](=[O:20])([O:17][CH2:18][CH3:19])[O:14][CH2:15][CH3:16])([CH3:12])[CH3:11])=[CH:6][CH:5]=1)([O-])=O>CO.[Pd]>[NH2:1][C:4]1[CH:5]=[CH:6][C:7]([C:10]([P:13](=[O:20])([O:14][CH2:15][CH3:16])[O:17][CH2:18][CH3:19])([CH3:12])[CH3:11])=[CH:8][CH:9]=1. Reported procedure: The diethyl [2-(4-nitrophenyl)propan-2-yl]phosphonate (103 mg) prepared as described above, was hydrogenated in the presence of 10% Pd/C (50 mg) in MeOH (5 mL) for 4 h. The mixture was filtered and the filtrate concentrated in vacuo to afford 92.5 mg of the desired diethyl [2-(4-aminophenyl)propan-2-yl]phosphonate (yield: 99%), which was used in further chemistries without purification. 1H-NMR (CDCl3, 400 MHz): δ=1.20 (t, J=7.2 Hz, 6 H), 1.54 (s, 3 H), 1.59 (s, 3 H), 3.65 (s, br, 2 H), 3.80-3.94... Starting materials: C(C)(=O)[O-].[Na+] (sodium acetate), [Cl-].[Na+] (sodium chloride), C(C)(=O)OCC (ethyl acetate), ClCC(C(O)C1=CC=C(CC=2C=NC=CC2)C=C1)C (3-[p-(3-chloro-1-hydroxy-2-methylpropyl)benzyl]pyridine). The solvent is CN(C=O)C (N,N-dimethylformamide). The product is C(C)(=O)OCC(C(O)C1=CC=C(CC=2C=NC=CC2)C=C1)C (3-[p-(3-acetoxy-1-hydroxy-2-methylpropyl)benzyl]pyridine). Yield: 36.7%. As a reaction SMILES: Cl[CH2:2][CH:3]([CH3:19])[CH:4]([C:6]1[CH:18]=[CH:17][C:9]([CH2:10][C:11]2[CH:12]=[N:13][CH:14]=[CH:15][CH:16]=2)=[CH:8][CH:7]=1)[OH:5].[C:20]([O-:23])(=[O:22])[CH3:21].[Na+].[Cl-].[Na+].C(OCC)(=O)C>CN(C)C=O>[C:20]([O:23][CH2:2][CH:3]([CH3:19])[CH:4]([C:6]1[CH:18]=[CH:17][C:9]([CH2:10][C:11]2[CH:12]=[N:13][CH:14]=[CH:15][CH:16]=2)=[CH:8][CH:7]=1)[OH:5])(=[O:22])[CH3:21] |f:1.2,3.4|. Procedure details: In 11 ml of N,N-dimethylformamide was dissolved 2.29 g of 3-[p-(3-chloro-1-hydroxy-2-methylpropyl)benzyl]pyridine, and to the resulting solution was added 1.36 g of sodium acetate, after which the resulting mixture was subjected to reaction under reflux for 2 hours. The solvent was removed by distillation under reduced pressure, and to the residue thus obtained were added 20 ml of a saturated aqueous sodium chloride solution and 20 ml of ethyl acetate. The organic layer was separated, washed wit...